This data is from the Open Reaction Database (ORD), a public repository of structured organic reaction records. The task is: describe an organic reaction: reactants, conditions, products, and yield Starting materials: C1CCOC1, CN(C)c1ccncc1, Cc1c(Cl)ccc2c(N3CCNCC3)ccnc12, O=C=Nc1ccc(F)cc1. Product: Cc1c(Cl)ccc2c(N3CCN(C(=O)Nc4ccc(F)cc4)CC3)ccnc12. Reaction SMILES: [CH2:38]1[O:39][CH2:40][CH2:41][CH2:42]1.[CH3:29][N:30]([c:31]1[cH:32][cH:33][n:34][cH:35][cH:36]1)[CH3:37].[Cl:1][c:2]1[cH:3][cH:4][c:5]2[c:6]([N:13]3[CH2:14][CH2:15][NH:16][CH2:17][CH2:18]3)[cH:7][cH:8][n:9][c:10]2[c:11]1[CH3:12].[F:19][c:20]1[cH:21][cH:22][c:23]([N:26]=[C:27]=[O:28])[cH:24][cH:25]1>>[Cl:1][c:2]1[cH:3][cH:4][c:5]2[c:6]([N:13]3[CH2:14][CH2:15][N:16]([C:27]([NH:26][c:23]4[cH:22][cH:21][c:20]([F:19])[cH:25][cH:24]4)=[O:28])[CH2:17][CH2:18]3)[cH:7][cH:8][n:9][c:10]2[c:11]1[CH3:12]. The reactants are NC=1C=CC2=C(N(C(CCC2(C)C)=O)CCOC)C1 (8-Amino-1-(2-methoxy-ethyl)-5,5-dimethyl-1,3,4,5-tetrahydro-benzo[b]azepin-2-one), ClC1=NC=C(C(=N1)N[C@H]1[C@H]([C@@H]2C=C[C@H]1C2)C(=O)N)Cl ((1S,2S,3R,4R)-3-(2,5-Dichloro-pyrimidin-4-ylamino)-bicyclo[2.2.1]hept-5-ene-2-carboxylic acid amide). The product is ClC=1C(=NC(=NC1)NC=1C=CC2=C(N(C(CCC2(C)C)=O)CCOC)C1)N[C@H]1[C@H]([C@@H]2C=C[C@H]1C2)C(=O)N ((1S,2S,3R,4R)-3-{5-Chloro-2-[1-(2-methoxy-ethyl)-5,5-dimethyl-2-oxo-2,3,4,5-tetrahydro-1H-benzo[b]azepin-8-ylamino]-pyrimidin-4-ylamino}-bicyclo[2.2.1]hept-5-ene-2-carboxylic acid amide), solid. Isolated yield 44.0%. Reaction SMILES: [NH2:1][C:2]1[CH:3]=[CH:4][C:5]2[C:11]([CH3:13])([CH3:12])[CH2:10][CH2:9][C:8](=[O:14])[N:7]([CH2:15][CH2:16][O:17][CH3:18])[C:6]=2[CH:19]=1.Cl[C:21]1[N:26]=[C:25]([NH:27][C@@H:28]2[C@@H:33]3[CH2:34][C@@H:30]([CH:31]=[CH:32]3)[C@@H:29]2[C:35]([NH2:37])=[O:36])[C:24]([Cl:38])=[CH:23][N:22]=1>>[Cl:38][C:24]1[C:25]([NH:27][C@@H:28]2[C@@H:33]3[CH2:34][C@@H:30]([CH:31]=[CH:32]3)[C@@H:29]2[C:35]([NH2:37])=[O:36])=[N:26][C:21]([NH:1][C:2]2[CH:3]=[CH:4][C:5]3[C:11]([CH3:13])([CH3:12])[CH2:10][CH2:9][C:8](=[O:14])[N:7]([CH2:15][CH2:16][O:17][CH3:18])[C:6]=3[CH:19]=2)=[N:22][CH:23]=1. Reported procedure: The title compound was prepared with a procedure analogous to that used to prepare example 381 by combining 8-Amino-1-(2-methoxy-ethyl)-5,5-dimethyl-1,3,4,5-tetrahydro-benzo[b]azepin-2-one and (1S,2S,3R,4R)-3-(2,5-Dichloro-pyrimidin-4-ylamino)-bicyclo[2.2.1]hept-5-ene-2-carboxylic acid amide to yield an off-white solid (44%). LCMS: m/z=525.22 (M+H+), 1H NMR (400 MHz, CDCl3) δ 7.89 (d, 1H, J=5.8 Hz), 7.63 (m, 2H), 7.45 (d, 1H, J=4.3 Hz), 7.27 (m, 1H), 7.03 (m, 1H), 6.03 (m, 2H), 5.97 (m, 2H), 4.3... RXN SMILES: [B-:48]([F:49])([F:50])([F:51])[F:52].[CH2:18]([CH3:19])[O:20][CH:21]([CH2:22][c:23]1[cH:24][cH:25][c:26]([O:27][CH2:28][C:29](=[O:30])[OH:31])[cH:32][cH:33]1)[C:34](=[O:35])[O:36][CH2:37][CH3:38].[CH2:1]([CH2:2][CH2:3][CH3:4])[NH:5][CH2:6][c:7]1[c:8]([F:17])[cH:9][c:10]([C:13]([F:14])([F:15])[F:16])[cH:11][cH:12]1.[CH2:70]([Cl:71])[Cl:72].[CH:39]([N:40]([CH2:41][CH3:42])[CH:43]([CH3:44])[CH3:45])([CH3:46])[CH3:47].[n:53]1([O:54][C:55]([N:56]([CH3:57])[CH3:58])=[N+:59]([CH3:60])[CH3:61])[c:62]2[cH:63][cH:64][cH:65][cH:66][c:67]2[n:68][n:69]1>>[CH2:1]([CH2:2][CH2:3][CH3:4])[N:5]([CH2:6][c:7]1[c:8]([F:17])[cH:9][c:10]([C:13]([F:14])([F:15])[F:16])[cH:11][cH:12]1)[C:29]([CH2:28][O:27][c:26]1[cH:25][cH:24][c:23]([CH2:22][CH:21]([O:20][CH2:18][CH3:19])[C:34](=[O:35])[O:36][CH2:37][CH3:38])[cH:33][cH:32]1)=[O:30]. The reactants are F[B-](F)(F)F, CCOC(=O)C(Cc1ccc(OCC(=O)O)cc1)OCC, CCCCNCc1ccc(C(F)(F)F)cc1F, ClCCl, CCN(C(C)C)C(C)C, CN(C)C(On1nnc2ccccc21)=[N+](C)C. Product: CCCCN(Cc1ccc(C(F)(F)F)cc1F)C(=O)COc1ccc(CC(OCC)C(=O)OCC)cc1.